This data is from the Open Reaction Database (ORD), a public repository of structured organic reaction records. The task is: describe an organic reaction: reactants, conditions, products, and yield Starting materials: Cc1ccc(S(=O)(=O)n2ccc3c2CCC(Br)C3=O)cc1, BrCC1CO1, ClC(Cl)(Cl)Cl, [Cl-]. The product is Cc1ccc(S(=O)(=O)n2ccc3c2CCC(Br)C32OCC(CBr)O2)cc1. Reaction SMILES: [Br:1][CH:2]1[C:3](=[O:21])[c:4]2[cH:5][cH:6][n:7]([S:11](=[O:12])(=[O:13])[c:14]3[cH:15][cH:16][c:17]([CH3:20])[cH:18][cH:19]3)[c:8]2[CH2:9][CH2:10]1.[Br:22][CH2:23][CH:24]1[CH2:25][O:26]1.[C:28]([Cl:29])([Cl:30])([Cl:31])[Cl:32].[Cl-:27]>>[Br:1][CH:2]1[C:3]2([c:4]3[cH:5][cH:6][n:7]([S:11](=[O:12])(=[O:13])[c:14]4[cH:15][cH:16][c:17]([CH3:20])[cH:18][cH:19]4)[c:8]3[CH2:9][CH2:10]1)[O:21][CH2:25][CH:24]([CH2:23][Br:22])[O:26]2. Reactants: ClC1=CC=C(CCl)C=C1 (4-chlorobenzyl chloride), CN1C=2N(C=3N=CNC3C1=O)[C@@H]1[C@H](N2)CCC1 (cis-5,6a,7,8,9,9a-hexahydro-5-methylcyclopenta[4,5]imidazo[2,1-b]purin-4-one), [H-].[Na+] (NaH). Run in CN(C)C=O (DMF), CN(C)C=O (DMF), CN(C)C=O (DMF). Reaction conditions: temperature 50 celsius. The product is CN1C=2N(C=3N=CN(C3C1=O)CC1=CC=C(C=C1)Cl)[C@@H]1[C@H](N2)CCC1 (cis-5,6a,7,8,9,9a-Hexahydro-5-methyl-3-(4-chlorophenylmethyl)cyclopenta[4,5]imidazo[2,1-b]purin-4(3H)-one). Reaction SMILES: [CH3:1][N:2]1[C:10](=[O:11])[C:9]2[NH:8][CH:7]=[N:6][C:5]=2[N:4]2[C@H:12]3[CH2:17][CH2:16][CH2:15][C@H:13]3[N:14]=[C:3]12.[H-].[Na+].[Cl:20][C:21]1[CH:28]=[CH:27][C:24]([CH2:25]Cl)=[CH:23][CH:22]=1>CN(C=O)C>[CH3:1][N:2]1[C:10](=[O:11])[C:9]2[N:8]([CH2:25][C:24]3[CH:27]=[CH:28][C:21]([Cl:20])=[CH:22][CH:23]=3)[CH:7]=[N:6][C:5]=2[N:4]2[C@H:12]3[CH2:17][CH2:16][CH2:15][C@H:13]3[N:14]=[C:3]12 |f:1.2|. Procedure: Add a solution of cis-5,6a,7,8,9,9a-hexahydro-5-methylcyclopenta[4,5]imidazo[2,1-b]purin-4-one (0.5 g=2.2 mmol)in DMF drop-wise to a slurry of 60% NaH (0.1 g=2.4 mmol) in DMF at 30° C. When gas evolution ceases, add 4-chlorobenzyl chloride (0.5 g=2.4 mmol) in 2 ml DMF. Heat at 50° C. two hours. Remove DMF and partition between EtOAc and water. Dry, solvent strip, and recrystallize from CH3CN to give the title compound, a white solid. CI MS: M+ =356. Reactants: C(C)(=O)NC1CC(N(C(C1)(C)C)OC1CCCCC1)(C)C (4-Acetamido-1-cyclohexyloxy-2,2,6,6-tetramethylpiperidine). Solvent: O (water), Cl (hydrochloric acid). Product: NC1CC(N(C(C1)(C)C)OC1CCCCC1)(C)C (4-Amino-1-cyclohexyloxy-2,2,6,6-tetramethylpiperidine). Reaction SMILES: C([NH:4][CH:5]1[CH2:10][C:9]([CH3:12])([CH3:11])[N:8]([O:13][CH:14]2[CH2:19][CH2:18][CH2:17][CH2:16][CH2:15]2)[C:7]([CH3:21])([CH3:20])[CH2:6]1)(=O)C>O.Cl>[NH2:4][CH:5]1[CH2:10][C:9]([CH3:11])([CH3:12])[N:8]([O:13][CH:14]2[CH2:19][CH2:18][CH2:17][CH2:16][CH2:15]2)[C:7]([CH3:21])([CH3:20])[CH2:6]1. Procedure details: A solution of 5.0 g of the acetamide from Example 47 in 7.5 ml of water and 7.5 ml of conc. hydrochloric acid is heated at reflux for 10 hours. The reaction mixture is then quenched with saturated sodium carbonate and extracted with ethyl acetate. The combined organic extracts are washed with water, brine, dried (MgSO4) and evaporated to leave a light brown oil. Distillation (Kugelrohr, 140° C. @ 1.5 mm) affords the title compound as a clear colorless oil. Reactants: stannous chloride, [N+](=O)([O-])C1=CC=C(OCC=C)C=C1 (3-[(4-nitro)phenoxy]-1-propene), [OH-].[Na+] (NaOH). Run in Cl (HCl). Conditions: temperature 55 celsius, time 20 minute. The product is NC1=CC=C(OCC=C)C=C1 (3-[(4-Amino)phenoxy]-1-propene). Yield: 81.0%. Reaction SMILES: [N+:1]([C:4]1[CH:13]=[CH:12][C:7]([O:8][CH2:9][CH:10]=[CH2:11])=[CH:6][CH:5]=1)([O-])=O.[OH-].[Na+]>Cl>[NH2:1][C:4]1[CH:13]=[CH:12][C:7]([O:8][CH2:9][CH:10]=[CH2:11])=[CH:6][CH:5]=1 |f:1.2|. Reported procedure: To 3-[(4-nitro)phenoxy]-1-propene prepared by the process of Example 1, Step 1, (12.65 g, 70.67 mmol) in concentrated HCl (85 mL) at 0° C. was slowly added stannous chloride (48 g, 212 mmol). After stirring for 20 minutes at 55° C., the mixture was cooled to 0° C. and carefully basified with 50% NaOH. The cloudy mixture was extracted with ether. The organic phase was decolorized (charcoal), dried (MgSO4), and concentrated to afford product (8.50 g, 81%) as a yellow oil which was used directly in... Yields the product C(C1=CC=CC=C1)N1[C@@]2([C@@H](CC[C@H]1[C@@H](C2)C=2N=NN(N2)CC(=O)O)OCC2=CC(=CC(=C2)C(F)(F)F)C(F)(F)F)C2=CC=CC=C2 ((1R*,2R*,5S*,6R*)-8-Benzyl-2-{[3,5-bis(trifluoromethyl)phenyl]methoxy}-6-(2-carboxymethyl-2H-tetrazol-5-yl)-1-phenyl-8-azabicyclo[3.2.1]octane). Reaction conditions: time 30 minute. As a reaction SMILES: [OH-:1].[Li+].[CH2:3]([N:10]1[C@@H:15]2[C@H:16]([C:18]3[N:22](CC(OC)=O)[N:21]=[N:20][N:19]=3)[CH2:17][C@@:11]1([C:44]1[CH:49]=[CH:48][CH:47]=[CH:46][CH:45]=1)[C@H:12]([O:28][CH2:29][C:30]1[CH:35]=[C:34]([C:36]([F:39])([F:38])[F:37])[CH:33]=[C:32]([C:40]([F:43])([F:42])[F:41])[CH:31]=1)[CH2:13][CH2:14]2)[C:4]1[CH:9]=[CH:8][CH:7]=[CH:6][CH:5]=1.[CH2:50]1[CH2:54][O:53]CC1>O>[CH2:3]([N:10]1[C@@H:15]2[C@H:16]([C:18]3[N:22]=[N:21][N:20]([CH2:50][C:54]([OH:1])=[O:53])[N:19]=3)[CH2:17][C@@:11]1([C:44]1[CH:49]=[CH:48][CH:47]=[CH:46][CH:45]=1)[C@H:12]([O:28][CH2:29][C:30]1[CH:35]=[C:34]([C:36]([F:39])([F:38])[F:37])[CH:33]=[C:32]([C:40]([F:41])([F:43])[F:42])[CH:31]=1)[CH2:13][CH2:14]2)[C:4]1[CH:5]=[CH:6][CH:7]=[CH:8][CH:9]=1 |f:0.1|. Procedure details: Lithium hydroxide (40 mg, 0.9 mmol) was added to a solution of (1R*,2 R*,5S*,6R*)-8-benzyl-2-{[3,5-bis(trifluoromethyl)phenyl]methoxy}-6-(2-methoxycarbonylmethyl-2H-tetrazol-5-yl)-1-phenyl-8-azabicyclo[3.2.1]octane (Example 144a; 0.6 g, 0.91 mmol) in water (5 ml) and THF (5 ml). The reaction mixture was stirred at room temperature for 30 minutes then partitioned between 5% citric acid solution and ethyl acetate. The organic layer was separated, dried (MgSO4), filtered and concentrated to yield t... The solvent is O (water). The yield is 94.0%. The reactants are [OH-].[Li+] (Lithium hydroxide), C(C1=CC=CC=C1)N1[C@@]2([C@@H](CC[C@H]1[C@@H](C2)C2=NN=NN2CC(=O)OC)OCC2=CC(=CC(=C2)C(F)(F)F)C(F)(F)F)C2=CC=CC=C2 ((1R*,2R*,5S*,6R*)-8-Benzyl-2-{[3,5-bis(trifluoromethyl)phenyl]methoxy}-6-(1-methoxycarbonylmethyl-1H-tetrazol-5-yl)-1-phenyl-8-azabicyclo[3.2.1]octane), C1CCOC1 (THF). Reactants: FC=1C=C2N=CC(N(C2=CC1F)CCN1CCC(CC1)N(C(OC(C)(C)C)=O)CC1=CC2=C(N=N1)OCCO2)=O (1,1-dimethylethyl {1-[2-(6,7-difluoro-2-oxo-1(2H)-quinoxalinyl)ethyl]-4-piperidinyl}(6,7-dihydro[1,4]dioxino[2,3-c]pyridazin-3-ylmethyl)carbamate), FC(C(=O)O)(F)F (trifluoroacetic acid). Solvent: C(Cl)Cl (DCM). Conditions: time 1 hour. Yields the product FC(C(=O)O)(F)F.N1=NC(=CC2=C1OCCO2)CNC2CCN(CC2)CCN2C(C=NC1=CC(=C(C=C21)F)F)=O (1-(2-{4-[(6,7-dihydro[1,4]dioxino[2,3-c]pyridazin-3-ylmethyl)amino]-1-piperidinyl}ethyl)-6,7-difluoro-2(1H)-quinoxalinone Trifluoroacetate). Yield: 85.3%. Reaction SMILES: [F:1][C:2]1[CH:3]=[C:4]2[C:9](=[CH:10][C:11]=1[F:12])[N:8]([CH2:13][CH2:14][N:15]1[CH2:20][CH2:19][CH:18]([N:21]([CH2:29][C:30]3[N:35]=[N:34][C:33]4[O:36][CH2:37][CH2:38][O:39][C:32]=4[CH:31]=3)C(=O)OC(C)(C)C)[CH2:17][CH2:16]1)[C:7](=[O:40])[CH:6]=[N:5]2.[F:41][C:42]([F:47])([F:46])[C:43]([OH:45])=[O:44]>C(Cl)Cl>[F:41][C:42]([F:47])([F:46])[C:43]([OH:45])=[O:44].[N:34]1[C:33]2[O:36][CH2:37][CH2:38][O:39][C:32]=2[CH:31]=[C:30]([CH2:29][NH:21][CH:18]2[CH2:17][CH2:16][N:15]([CH2:14][CH2:13][N:8]3[C:9]4[C:4](=[CH:3][C:2]([F:1])=[C:11]([F:12])[CH:10]=4)[N:5]=[CH:6][C:7]3=[O:40])[CH2:20][CH2:19]2)[N:35]=1 |f:3.4|. Procedure: A solution of 1,1-dimethylethyl {1-[2-(6,7-difluoro-2-oxo-1(2H)-quinoxalinyl)ethyl]-4-piperidinyl}(6,7-dihydro[1,4]dioxino[2,3-c]pyridazin-3-ylmethyl)carbamate (0.17 g, 0.305 mmol) in DCM (0.65 ml) was treated with trifluoroacetic acid (0.43 ml, 5.78 mmol) stirred at rt for 1 h and evaporated. The residue was triturated with ether and dried at 50° C. under vacuum to give the title compound (0.149 g). Starting materials: Cc1nc(N)ncc1Br, CC1(C)OB(c2ccc(Cl)c(S(=O)(=O)NC3CCC(O)CC3)c2)OC1(C)C. Product: Cc1nc(N)ncc1-c1ccc(Cl)c(S(=O)(=O)NC2CCC(O)CC2)c1. Reaction SMILES: [Br:28][c:29]1[c:30]([CH3:36])[n:31][c:32]([NH2:35])[n:33][cH:34]1.[Cl:1][c:2]1[c:3]([S:17](=[O:18])(=[O:19])[NH:20][CH:21]2[CH2:22][CH2:23][CH:24]([OH:27])[CH2:25][CH2:26]2)[cH:4][c:5]([B:8]2[O:9][C:10]([CH3:11])([CH3:12])[C:13]([CH3:14])([CH3:15])[O:16]2)[cH:6][cH:7]1>>[Cl:1][c:2]1[c:3]([S:17](=[O:18])(=[O:19])[NH:20][CH:21]2[CH2:22][CH2:23][CH:24]([OH:27])[CH2:25][CH2:26]2)[cH:4][c:5](-[c:29]2[c:30]([CH3:36])[n:31][c:32]([NH2:35])[n:33][cH:34]2)[cH:6][cH:7]1. Starting materials: CO (methanol), IC (iodomethane), ClC1=C(C(=O)C(C(=O)OCC)=COCC)C=CC=C1 (2-(2-chlorobenzoyl)-3-ethoxyacrylic acid, ethyl ester), NC(=S)N (thiourea), C[O-].[Na+] (sodium methoxide). The solvent is O (Water), O (water), O (water), C(C)O (ethanol). The product is ClC1=C(C=CC=C1)C(=O)C=1C(=NC(=NC1)SC)O ((2-chloro-phenyl)-(4-hydroxy-2-methylsulfanylpyrimidin-5-yl)-methanone). As a reaction SMILES: [Cl:1][C:2]1[CH:19]=[CH:18][CH:17]=[CH:16][C:3]=1[C:4]([C:6](=[CH:12][O:13]CC)[C:7](OCC)=O)=[O:5].[NH2:20][C:21]([NH2:23])=[S:22].[CH3:24][O-].[Na+].CO.IC>C(O)C.O>[Cl:1][C:2]1[CH:19]=[CH:18][CH:17]=[CH:16][C:3]=1[C:4]([C:6]1[C:12]([OH:13])=[N:20][C:21]([S:22][CH3:24])=[N:23][CH:7]=1)=[O:5] |f:2.3|. Reported procedure: To a solution of 2-(2-chlorobenzoyl)-3-ethoxyacrylic acid, ethyl ester (23.9 g, 23.9 mmol) in absolute ethanol (80 mL) was added thiourea (7.14 g, 23.9 mmol), followed by a solution of 25% sodium methoxide in methanol (20.4 mL, 89.3 mmol). The reaction mixture was heated to reflux for four hours, and then stirred at room temperature over night. The resulting mixture was diluted with water (50 mL) and then treated with iodomethane (11.99 mL, 21.5 mmol). The material was warmed to 40° C. and stirr... Yield: 92.0%. As a reaction SMILES: [CH:1]1([NH:4][C:5]([C:7]2[CH:8]=[CH:9][C:10]([CH3:39])=[C:11]([NH:13][C:14]([C:16]3[CH:17]=[C:18]([CH:33]=[CH:34][C:35]=3[N+:36]([O-])=O)[O:19][CH:20]3[CH2:25][CH2:24][N:23]([C:26]([O:28][C:29]([CH3:32])([CH3:31])[CH3:30])=[O:27])[CH2:22][CH2:21]3)=[O:15])[CH:12]=2)=[O:6])[CH2:3][CH2:2]1>[Pd].C(O)C>[NH2:36][C:35]1[CH:34]=[CH:33][C:18]([O:19][CH:20]2[CH2:21][CH2:22][N:23]([C:26]([O:28][C:29]([CH3:30])([CH3:31])[CH3:32])=[O:27])[CH2:24][CH2:25]2)=[CH:17][C:16]=1[C:14]([NH:13][C:11]1[CH:12]=[C:7]([C:5]([NH:4][CH:1]2[CH2:2][CH2:3]2)=[O:6])[CH:8]=[CH:9][C:10]=1[CH3:39])=[O:15]. Procedure details: tert-Butyl 4-{3-[({5-[(cyclopropylamino)carbonyl]-2-methylphenyl}amino)carbonyl]-4-nitrophenoxy}piperidine-1-carboxylate (4.03 g) and 10% Palladium on carbon (0.4 g) were stirred in ethanol (90 ml) under an atmosphere of hydrogen gas. After cessation of hydrogen uptake, the catalyst was removed by filtration through diatomaceous earth (Celite®). The filtrate was concentrated under reduced pressure to provide the crude tert-butyl 4-{4-amino-3-[({5-[(cyclopropylamino)carbonyl]-2-methylphenyl}amino... Run in C(C)O (ethanol). The reactants are C1(CC1)NC(=O)C=1C=CC(=C(C1)NC(=O)C=1C=C(OC2CCN(CC2)C(=O)OC(C)(C)C)C=CC1[N+](=O)[O-])C (tert-Butyl 4-{3-[({5-[(cyclopropylamino)carbonyl]-2-methylphenyl}amino)carbonyl]-4-nitrophenoxy}piperidine-1-carboxylate). Yields the product NC1=C(C=C(OC2CCN(CC2)C(=O)OC(C)(C)C)C=C1)C(=O)NC1=C(C=CC(=C1)C(=O)NC1CC1)C (tert-butyl 4-{4-amino-3-[({5-[(cyclopropylamino)carbonyl]-2-methylphenyl}amino)carbonyl]phenoxy}piperidine-1-carboxylate). Reagents/catalysts: [Pd] (Palladium on carbon).